This data is from the Open Reaction Database (ORD), a public repository of structured organic reaction records. The task is: describe an organic reaction: reactants, conditions, products, and yield Reactants: CC1=C(O)C=C(C(=C1C)O)C (2,3,5-trimethylhydroquinone), ( a ), CC1=C(C(=C(C=C1)O)C)C (trimethylphenol), CC1=C(C=C(C=C1C)C)O (2,3,5-trimethylphenol), O=O (oxygen), CC1=C(C(=CC=C1C)C)O (2,3,6-trimethylphenol). Reagents/catalysts: [Co] (cobalt). Solvent: CN(C=O)C (dimethylformamide). The product is CC=1C(C=C(C(C1C)=O)C)=O (2,3,5-trimethyl-p-benzoquinone). RXN SMILES: [CH3:1][C:2]1[C:8]([CH3:9])=[C:7]([OH:10])[C:6]([CH3:11])=[CH:5][C:3]=1[OH:4].CC1C=CC(O)=C(C)C=1C.CC1C(C)=CC(C)=CC=1O.CC1C(C)=CC=C(C)C=1O.O=O>CN(C)C=O.[Co]>[CH3:1][C:2]1[C:3](=[O:4])[CH:5]=[C:6]([CH3:11])[C:7](=[O:10])[C:8]=1[CH3:9]. Procedure: In the process for the preparation of 2,3,5-trimethylhydroquinone by (a) catalytic oxidation of a trimethylphenol starting material selected from the class consisting of 2,3,5-trimethylphenol, 2,3,6-trimethylphenol and mixtures thereof by reaction with oxygen in the presence of a cobalt chelate complex in a dimethylformamide solvent to afford 2,3,5-trimethyl-p-benzoquinone followed by (b) catalytic hydrogenation of the 2,3,5-trimethyl-p-benzoquinone thus formed by reaction with hydrogen in the p... The reactants are [BH3-]C#N, CC(=O)O, CO, O=Cc1ccccc1, COc1ccc(COc2cccc(N)c2-c2cc(C3CCCN(C(=O)OC(C)(C)C)C3)c(C#N)c(N)n2)cc1, [Na+]. Yields the product COc1ccc(COc2cccc(NCc3ccccc3)c2-c2cc(C3CCCN(C(=O)OC(C)(C)C)C3)c(C#N)c(N)n2)cc1. RXN SMILES: [C:52]([BH3-:53])#[N:54].[CH3:40][C:41](=[O:42])[OH:43].[CH3:56][OH:57].[CH:44](=[O:45])[c:46]1[cH:47][cH:48][cH:49][cH:50][cH:51]1.[NH2:1][c:2]1[n:3][c:4](-[c:23]2[c:24]([NH2:39])[cH:25][cH:26][cH:27][c:28]2[O:29][CH2:30][c:31]2[cH:32][cH:33][c:34]([O:37][CH3:38])[cH:35][cH:36]2)[cH:5][c:6]([CH:10]2[CH2:11][N:12]([C:16](=[O:17])[O:18][C:19]([CH3:20])([CH3:21])[CH3:22])[CH2:13][CH2:14][CH2:15]2)[c:7]1[C:8]#[N:9].[Na+:55]>>[NH2:1][c:2]1[n:3][c:4](-[c:23]2[c:24]([NH:39][CH2:44][c:46]3[cH:47][cH:48][cH:49][cH:50][cH:51]3)[cH:25][cH:26][cH:27][c:28]2[O:29][CH2:30][c:31]2[cH:32][cH:33][c:34]([O:37][CH3:38])[cH:35][cH:36]2)[cH:5][c:6]([CH:10]2[CH2:11][N:12]([C:16](=[O:17])[O:18][C:19]([CH3:20])([CH3:21])[CH3:22])[CH2:13][CH2:14][CH2:15]2)[c:7]1[C:8]#[N:9]. Reactants: CCN(C(C)C)C(C)C (DIEA), FC(C(=O)O)(F)F.N[C@@H]1C(NC2=C(O[C@H]1C)C=CC(=C2)C(F)(F)F)=O ((2S,3S)-3-amino-2-methyl-7-(trifluoromethyl)-2,3-dihydrobenzo[b][1,4]oxazepin-4(5H)-one trifluoroacetate), C(C)(C)(C)OC(=O)N([C@H](C(=O)O)C)C ((S)-2-(tert-butoxycarbonyl(methyl)amino)propanoic acid). The product is C(C)(C)(C)OC(N([C@@H](C)C(N[C@H]1[C@@H](OC2=C(NC1=O)C=C(C=C2)C(F)(F)F)C)=O)C)=O (methyl-[(S)-1-((6S,7S)-6-methyl-8-oxo-2-trifluoromethyl-6,7,8,9-tetrahydro-5-oxa-9-aza-benzocyclohepten-7-ylcarbamoyl)-ethyl]-carbamic acid tert-butyl ester). Isolated yield 75.3%. As a reaction SMILES: CCN(C(C)C)C(C)C.FC(F)(F)C(O)=O.[NH2:17][C@H:18]1[C@H:24]([CH3:25])[O:23][C:22]2[CH:26]=[CH:27][C:28]([C:30]([F:33])([F:32])[F:31])=[CH:29][C:21]=2[NH:20][C:19]1=[O:34].[C:35]([O:39][C:40]([N:42]([CH3:48])[C@@H:43]([CH3:47])[C:44](O)=[O:45])=[O:41])([CH3:38])([CH3:37])[CH3:36]>>[C:35]([O:39][C:40](=[O:41])[N:42]([CH3:48])[C@H:43]([C:44](=[O:45])[NH:17][C@@H:18]1[C:19](=[O:34])[NH:20][C:21]2[CH:29]=[C:28]([C:30]([F:31])([F:33])[F:32])[CH:27]=[CH:26][C:22]=2[O:23][C@H:24]1[CH3:25])[CH3:47])([CH3:36])([CH3:38])[CH3:37] |f:1.2|. Procedure details: In a similar manner to that described for Example 36 Step 1 except 4 equivalents of DIEA were used, (2S,3S)-3-amino-2-methyl-7-(trifluoromethyl)-2,3-dihydrobenzo[b][1,4]oxazepin-4(5H)-one trifluoroacetate (58 mg, 0.155 mmol) and (S)-2-(tert-butoxycarbonyl(methyl)amino)propanoic acid (31.5 mg, 155 μmol) were converted to a material which was purified by silica gel chromatography to afford methyl-[(S)-1-((6S,7S)-6-methyl-8-oxo-2-trifluoromethyl-6,7,8,9-tetrahydro-5-oxa-9-aza-benzocyclohepten-7-ylc... Starting materials: ClC=1N=CC(=NC1)/C=C/C(=O)OCC (ethyl (2E)-3-(5-chloro-2-pyrazinyl)acrylate), Cl.Cl.C1(CCCCC1)N1C[C@@H](CC1)N ((3R)-1-cyclohexyl-3-pyrrolidinamine dihydrochloride), C(=O)([O-])[O-].[K+].[K+] (K2CO3). Run in CN(C)C=O (DMF). Reaction conditions: temperature 120 celsius, time 2 hour. Yields the product C1(CCCCC1)N1C[C@@H](CC1)NC=1N=CC(=NC1)/C=C/C(=O)OCC (ethyl (2E)-3-(5-{[(3R)-1-cyclohexyl-3-pyrrolidinyl]amino}-2-pyrazinyl)acrylate). The yield is 47.2%. Reaction SMILES: Cl[C:2]1[N:3]=[CH:4][C:5](/[CH:8]=[CH:9]/[C:10]([O:12][CH2:13][CH3:14])=[O:11])=[N:6][CH:7]=1.Cl.Cl.[CH:17]1([N:23]2[CH2:27][CH2:26][C@@H:25]([NH2:28])[CH2:24]2)[CH2:22][CH2:21][CH2:20][CH2:19][CH2:18]1.C([O-])([O-])=O.[K+].[K+]>CN(C=O)C>[CH:17]1([N:23]2[CH2:27][CH2:26][C@@H:25]([NH:28][C:2]3[N:3]=[CH:4][C:5](/[CH:8]=[CH:9]/[C:10]([O:12][CH2:13][CH3:14])=[O:11])=[N:6][CH:7]=3)[CH2:24]2)[CH2:22][CH2:21][CH2:20][CH2:19][CH2:18]1 |f:1.2.3,4.5.6|. Procedure: To a solution of ethyl (2E)-3-(5-chloro-2-pyrazinyl)acrylate (416 mg) in DMF (10 mL) was added (3R)-1-cyclohexyl-3-pyrrolidinamine dihydrochloride (849 mg) and K2CO3 (1.35 g). After stirring for 2 hours at 120° C., the reaction mixture was partitioned between ethyl acetate and H2O. The organic layer was washed with H2O, dried over MgSO4, filtered, and evaporated in vacuo. The residue was purified by column chromatography on silica gel to give ethyl (2E)-3-(5-{[(3R)-1-cyclohexyl-3-pyrrolidinyl]am... The reactants are C#CC1(Oc2ccc(F)cc2[N+](=O)[O-])CCN(C(=O)OCC)CC1, CO, Cl, [Fe], O. Product: C#CC1(Oc2ccc(F)cc2N)CCN(C(=O)OCC)CC1. RXN SMILES: [CH2:1]([CH3:2])[O:3][C:4](=[O:5])[N:6]1[CH2:7][CH2:8][C:9]([O:12][c:13]2[c:14]([N+:20]([O-:21])=[O:22])[cH:15][c:16]([F:19])[cH:17][cH:18]2)([C:23]#[CH:24])[CH2:10][CH2:11]1.[CH3:26][OH:27].[ClH:25].[Fe:29].[OH2:28]>>[CH2:1]([CH3:2])[O:3][C:4](=[O:5])[N:6]1[CH2:7][CH2:8][C:9]([O:12][c:13]2[c:14]([NH2:20])[cH:15][c:16]([F:19])[cH:17][cH:18]2)([C:23]#[CH:24])[CH2:10][CH2:11]1. Starting materials: CO, CCCC=Cc1ccc(-c2c(C)c(C3=NC(=O)C(C)(C)N3C)nn2-c2ccc(Cl)cc2Cl)s1. Product: CCCCCc1ccc(-c2c(C)c(C3=NC(=O)C(C)(C)N3C)nn2-c2ccc(Cl)cc2Cl)s1. Reaction SMILES: [CH3:34][OH:35].[Cl:1][c:2]1[c:3](-[n:9]2[n:10][c:11]([C:25]3=[N:29][C:28](=[O:30])[C:27]([CH3:31])([CH3:32])[N:26]3[CH3:33])[c:12]([CH3:24])[c:13]2-[c:14]2[s:15][c:16]([CH:19]=[CH:20][CH2:21][CH2:22][CH3:23])[cH:17][cH:18]2)[cH:4][cH:5][c:6]([Cl:8])[cH:7]1>>[Cl:1][c:2]1[c:3](-[n:9]2[n:10][c:11]([C:25]3=[N:29][C:28](=[O:30])[C:27]([CH3:31])([CH3:32])[N:26]3[CH3:33])[c:12]([CH3:24])[c:13]2-[c:14]2[s:15][c:16]([CH2:19][CH2:20][CH2:21][CH2:22][CH3:23])[cH:17][cH:18]2)[cH:4][cH:5][c:6]([Cl:8])[cH:7]1. Starting materials: FC=1C=CC=C2C(N(C(C12)CCC(=O)NC1=NC=C(C(=O)O)C=C1)CC1=CC=C(C=C1)F)=O (6-{3-[7-Fluoro-2-(4-fluorobenzyl)-3-oxo-2,3-dihydro-1H-isoindol-1-yl]-propionylamino}-nicotinic acid), NC1=NC=CC=C1 (2-aminopyridine). Yields the product FC=1C=CC=C2C(N(C(C12)CCC(=O)NC1=NC=CC=C1)CC1=CC=C(C=C1)F)=O (3-[7-Fluoro-2-(4-fluoro-benzyl)-3-oxo-2,3-dihydro-1H-isoindol-1-yl]-N-pyridin-2-vi-propionamide). Reaction SMILES: [F:1][C:2]1[CH:3]=[CH:4][CH:5]=[C:6]2[C:10]=1[CH:9]([CH2:11][CH2:12][C:13]([NH:15][C:16]1[CH:24]=[CH:23][C:19](C(O)=O)=[CH:18][N:17]=1)=[O:14])[N:8]([CH2:25][C:26]1[CH:31]=[CH:30][C:29]([F:32])=[CH:28][CH:27]=1)[C:7]2=[O:33].NC1C=CC=CN=1>>[F:1][C:2]1[CH:3]=[CH:4][CH:5]=[C:6]2[C:10]=1[CH:9]([CH2:11][CH2:12][C:13]([NH:15][C:16]1[CH:24]=[CH:23][CH:19]=[CH:18][N:17]=1)=[O:14])[N:8]([CH2:25][C:26]1[CH:31]=[CH:30][C:29]([F:32])=[CH:28][CH:27]=1)[C:7]2=[O:33]. Procedure: The product from Example 11, Part D (100 mg, 0.3 mmol) and 2-aminopyridine (43 mg, 0.45 mmol) were converted to the title compound in a manner analogous to the method described in Example 7, Part E, using CH2Cl2 in place of THF in the reaction and EtOAc in the workup, and without crystallization (39 mg, 32%). 1H NMR (300 MHz, CDCl3) δ 8.11 (m, 3H), 7.67 (m, 2H), 7.44 (m, 1H), 7.31 (m, 2H), 7.19 (t, J=8 Hz, 1H), 7.00 (t, J=7 Hz, 3H), 5.28 (d, J=15 Hz, 1H), 4.69 (m, 1H), 4.22 (d, J=15 Hz, 1H), 2.5... The reactants are CCOC(=O)C(C)=P(c1ccccc1)(c1ccccc1)c1ccccc1, O=Cc1cc(F)c(OCc2ccccc2)c(F)c1, C1CCOC1. The product is CCOC(=O)C(C)=Cc1cc(F)c(OCc2ccccc2)c(F)c1. As a reaction SMILES: [CH2:19]([CH3:20])[O:21][C:22](=[O:23])[C:24]([CH3:25])=[P:26]([c:27]1[cH:28][cH:29][cH:30][cH:31][cH:32]1)([c:33]1[cH:34][cH:35][cH:36][cH:37][cH:38]1)[c:39]1[cH:40][cH:41][cH:42][cH:43][cH:44]1.[CH2:1]([c:2]1[cH:3][cH:4][cH:5][cH:6][cH:7]1)[O:8][c:9]1[c:10]([F:18])[cH:11][c:12]([CH:13]=[O:14])[cH:15][c:16]1[F:17].[O:45]1[CH2:46][CH2:47][CH2:48][CH2:49]1>>[CH2:1]([c:2]1[cH:3][cH:4][cH:5][cH:6][cH:7]1)[O:8][c:9]1[c:10]([F:18])[cH:11][c:12]([CH:13]=[C:24]([C:22]([O:21][CH2:19][CH3:20])=[O:23])[CH3:25])[cH:15][c:16]1[F:17]. The reactants are CCN(C=O)CC, CN(C)C=O, Oc1ccnc2ccccc12, O=S(Cl)Cl. Product: Clc1ccnc2ccccc12. Reaction SMILES: [CH2:16]([N:17]([CH2:18][CH3:19])[CH:20]=[O:21])[CH3:22].[CH3:23][N:24]([CH3:25])[CH:26]=[O:27].[OH:1][c:2]1[cH:3][cH:4][n:5][c:6]2[cH:7][cH:8][cH:9][cH:10][c:11]12.[S:12]([Cl:13])([Cl:14])=[O:15]>>[c:2]1([Cl:14])[cH:3][cH:4][n:5][c:6]2[cH:7][cH:8][cH:9][cH:10][c:11]12. The reactants are FC(C1=CC=C(C=C1)C(C1CCNCC1)(O)C1=CC=C(C=C1)C(F)(F)F)(F)F (4-{bis[4-(trifluoromethyl)phenyl]hydroxymethyl}piperidine). Solvent: FC(C(=O)O)(F)F (trifluoroacetic acid). Conditions: time 4 hour. Yields the product FC(C1=CC=C(C=C1)C(=C1CCNCC1)C1=CC=C(C=C1)C(F)(F)F)(F)F (4-{bis[4-(trifluoromethyl)phenyl]methylene}piperidine). Yield: 94.5%. RXN SMILES: [F:1][C:2]([F:28])([F:27])[C:3]1[CH:8]=[CH:7][C:6]([C:9]([C:17]2[CH:22]=[CH:21][C:20]([C:23]([F:26])([F:25])[F:24])=[CH:19][CH:18]=2)(O)[CH:10]2[CH2:15][CH2:14][NH:13][CH2:12][CH2:11]2)=[CH:5][CH:4]=1>FC(F)(F)C(O)=O>[F:26][C:23]([F:24])([F:25])[C:20]1[CH:19]=[CH:18][C:17]([C:9]([C:6]2[CH:7]=[CH:8][C:3]([C:2]([F:28])([F:1])[F:27])=[CH:4][CH:5]=2)=[C:10]2[CH2:15][CH2:14][NH:13][CH2:12][CH2:11]2)=[CH:22][CH:21]=1. Reported procedure: A solution of 10.0 grams (0.025 mole) of 4-{bis[4-(trifluoromethyl)phenyl]hydroxymethyl}piperidine (known compound) in 50 mL of trifluoroacetic acid was heated to 70° C. where it stirred for four hours. After this time, excess trifluoroacetic acid was removed by distillation. The residue remaining from the distillation was added drop wise to ice water. Upon completion of addition, the mixture was neutralized with an aqueous solution saturated with potassium carbonate. The mixture was then extrac...